This data is from the Open Reaction Database (ORD), a public repository of structured organic reaction records. The task is: describe an organic reaction: reactants, conditions, products, and yield The reactants are Cl (hydrochloric acid), FC=1C=C2C(C(=CN(C2=CC1N1C=CC=C1)C)C(=O)OCC)=O (ethyl 6-fluoro-7-(pyrrol-1-yl)-1-methyl-1,4-dihydro-4-oxoquinoline-3-carboxylate), C(C)O (ethanol), [OH-].[Na+] (sodium hydroxide). The solvent is O (water). Product: FC=1C=C2C(C(=CN(C2=CC1N1C=CC=C1)C)C(=O)O)=O (6-fluoro-7-(pyrrol-1-yl)-1-methyl-4-oxo-1,4-dihydroquinoline-3-carboxylic acid). The yield is 68.6%. Reaction SMILES: [F:1][C:2]1[CH:3]=[C:4]2[C:9](=[CH:10][C:11]=1[N:12]1[CH:16]=[CH:15][CH:14]=[CH:13]1)[N:8]([CH3:17])[CH:7]=[C:6]([C:18]([O:20]CC)=[O:19])[C:5]2=[O:23].C(O)C.[OH-].[Na+].Cl>O>[F:1][C:2]1[CH:3]=[C:4]2[C:9](=[CH:10][C:11]=1[N:12]1[CH:16]=[CH:15][CH:14]=[CH:13]1)[N:8]([CH3:17])[CH:7]=[C:6]([C:18]([OH:20])=[O:19])[C:5]2=[O:23] |f:2.3|. Reported procedure: A mixture of 1.2 g of ethyl 6-fluoro-7-(pyrrol-1-yl)-1-methyl-1,4-dihydro-4-oxoquinoline-3-carboxylate, 10 ml of ethanol, 15 ml of 10% sodium hydroxide solution and 10 ml of water is heated under reflux for 2 hours. 30 ml of 8M hydrochloric acid are added, the mixture is left to cool and the product is filtered off, washed with water and recrystallized from acetic acid to give 0.75 g of a solid melting at 284°-285° C. Reactants: CN(C=O)C (N,N-dimethyl-formamide), C([O-])([O-])=O.[K+].[K+] (potassium carbonate), S(=O)(=O)(OOCC(F)(F)F)C1=CC=C(C)C=C1 (trifluoroethoxy tosylate), OC=1C=C2C(CC(OC2=CC1O)(C)C)=O (6,7-dihydroxy-2,2-dimethyl-4-chromanone), ice, C(O)([O-])=O.[Na+] (sodium hydrogen carbonate). Conditions: temperature 120 celsius, time 10 hour. The product is FC(COC=1C=C2C(CC(OC2=CC1OCC(F)(F)F)(C)C)=O)(F)F (6,7-bis-(trifluoroethoxy)-2,2-dimethyl-4-chromanone). Yield: 65.0%. Reaction SMILES: CN(C)[CH:3]=[O:4].[C:6](=[O:9])([O-])[O-].[K+].[K+].S(C1C=CC(C)=CC=1)(OO[CH2:17][C:18]([F:21])([F:20])[F:19])(=O)=O.C(=O)([O-])O.[Na+].[OH:34][C:35]1[CH:36]=[C:37]2[C:42](=[CH:43][C:44]=1O)[O:41][C:40]([CH3:47])([CH3:46])[CH2:39]C2=O>>[F:19][C:18]([F:21])([F:20])[CH2:17][O:34][C:35]1[CH:44]=[C:43]2[C:42](=[CH:37][C:36]=1[O:9][CH2:6][C:18]([F:21])([F:20])[F:19])[O:41][C:40]([CH3:39])([CH3:46])[CH2:47][C:3]2=[O:4] |f:1.2.3,5.6|. Procedure details: In 100 ml of N,N-dimethyl-formamide 4.2 g (20 millimoles) of 6,7-dihydroxy-2,2-dimethyl-4-chromanone are dissolved under nitrogen whereupon 8.3 g (60 millimoles) of potassium carbonate and 11.5 g (45 millimoles) of trifluoroethoxy tosylate are added. The reaction mixture is stirred at 120° C. for 10 hours, poured onto 200 ml of crushed ice, 100 ml of saturated sodium hydrogen carbonate solution are added and the mixture is extracted three times with 50 ml of carbon tetrachloride each. The organi... Reactants: [Li]CCCC, [Cl-], [Cl-], COC(=O)c1cc(I)cc(C(=O)O)c1, C1CCOC1, [Zn+2], c1cocn1. Product: COC(=O)c1cc(C(=O)O)cc(-c2ncco2)c1. RXN SMILES: [CH2:6]([Li:7])[CH2:8][CH2:9][CH3:10].[Cl-:30].[Cl-:32].[I:11][c:12]1[cH:13][c:14]([C:15](=[O:16])[OH:17])[cH:18][c:19]([C:21](=[O:22])[O:23][CH3:24])[cH:20]1.[O:25]1[CH2:26][CH2:27][CH2:28][CH2:29]1.[Zn+2:31].[o:1]1[cH:2][n:3][cH:4][cH:5]1>>[o:1]1[c:2](-[c:12]2[cH:13][c:14]([C:15](=[O:16])[OH:17])[cH:18][c:19]([C:21](=[O:22])[O:23][CH3:24])[cH:20]2)[n:3][cH:4][cH:5]1. The reactants are ClC1=CC=C(C=N1)OC1CN(C1)C(=O)OC(C)(C)C (tert-butyl 3-((6-chloropyridin-3-yl)oxy)azetidine-1-carboxylate), CS(=O)(=O)C=1C=C2C=CNC2=CC1 (5-(methylsulfonyl)-1H-indole). Yields the product C(C)(C)(C)OC(=O)N1CC(C1)OC=1C=NC(=CC1)N1C=CC2=CC(=CC=C12)S(=O)(=O)C (tert-Butyl-3-((6-(5-(methylsulfonyl)-1H-indol-1-yl)pyridin-3-yl)oxy)-azetidine-1-carboxylate). As a reaction SMILES: Cl[C:2]1[N:7]=[CH:6][C:5]([O:8][CH:9]2[CH2:12][N:11]([C:13]([O:15][C:16]([CH3:19])([CH3:18])[CH3:17])=[O:14])[CH2:10]2)=[CH:4][CH:3]=1.[CH3:20][S:21]([C:24]1[CH:25]=[C:26]2[C:30](=[CH:31][CH:32]=1)[NH:29][CH:28]=[CH:27]2)(=[O:23])=[O:22]>>[C:16]([O:15][C:13]([N:11]1[CH2:12][CH:9]([O:8][C:5]2[CH:6]=[N:7][C:2]([N:29]3[C:30]4[C:26](=[CH:25][C:24]([S:21]([CH3:20])(=[O:23])=[O:22])=[CH:32][CH:31]=4)[CH:27]=[CH:28]3)=[CH:3][CH:4]=2)[CH2:10]1)=[O:14])([CH3:19])([CH3:18])[CH3:17]. Procedure details: The title compound was prepared by following the similar procedure as described in Example-1 by using tert-butyl 3-((6-chloropyridin-3-yl)oxy)azetidine-1-carboxylate (intermediate-9) and 5-(methylsulfonyl)-1H-indole (intermediate-21). The reactants are ClC1=CC=C(S1)S(=O)(=O)N(C1(CC1)C(=O)O)CC (1-[(5-chloro-2-thienyl)sulfonyl-ethyl-amino]cyclopropanecarboxylic acid), CCOC(=O)OC(=O)OCC (DEPC), FC(OC1=CC=C(C=C1)C1=NC=CC(=C1)CN)(F)F ([2-[4-(trifluoromethoxy)phenyl]-4-pyridyl]methanamine). Run in C1CCOC1 (THF). The product is ClC1=CC=C(S1)S(=O)(=O)N(C1(CC1)C(=O)NCC1=CC(=NC=C1)C1=CC=C(C=C1)OC(F)(F)F)CC (1-[(5-chloro-2-thienyl)sulfonyl-ethyl-amino]-N-[[2-[4-(trifluoromethoxy)phenyl]-4-pyridyl]methyl]cyclopropanecarboxamide). Yield: 34.2%. RXN SMILES: [Cl:1][C:2]1[S:6][C:5]([S:7]([N:10]([CH2:17][CH3:18])[C:11]2([C:14]([OH:16])=O)[CH2:13][CH2:12]2)(=[O:9])=[O:8])=[CH:4][CH:3]=1.CCOC(OC(OCC)=O)=O.[F:30][C:31]([F:48])([F:47])[O:32][C:33]1[CH:38]=[CH:37][C:36]([C:39]2[CH:44]=[C:43]([CH2:45][NH2:46])[CH:42]=[CH:41][N:40]=2)=[CH:35][CH:34]=1>C1COCC1>[Cl:1][C:2]1[S:6][C:5]([S:7]([N:10]([CH2:17][CH3:18])[C:11]2([C:14]([NH:46][CH2:45][C:43]3[CH:42]=[CH:41][N:40]=[C:39]([C:36]4[CH:35]=[CH:34][C:33]([O:32][C:31]([F:48])([F:30])[F:47])=[CH:38][CH:37]=4)[CH:44]=3)=[O:16])[CH2:12][CH2:13]2)(=[O:8])=[O:9])=[CH:4][CH:3]=1. Procedure details: A solution of acid 18 (0.50 g, 1.62 mmol) in THF (25 mL) was added with DEPC (0.32 mL, 1.3 mol eq) and the mixture was stirred at room temperature for 10′. Then [2-[4-(trifluoromethoxy)phenyl]-4-pyridyl]methanamine 21B (0.47 g, 1.1 mol eq) and a catalytic amount of TEA were added, then the reaction mixture was stirred at room temperature overnight. The solvent was removed under reduced pressure, water (40 mL) was added to the residue that was extracted with EtOAc (3×25 mL) and washed with brine ... Reactants: O=C(Cl)c1ccc(-c2nn(Cc3ccccc3)c3ccccc23)o1, C1CCOC1, Nc1ccc(C(F)(F)F)cc1, c1ccncc1. Yields the product O=C(Nc1ccc(C(F)(F)F)cc1)c1ccc(-c2nn(Cc3ccccc3)c3ccccc23)o1. As a reaction SMILES: [CH2:18]([c:19]1[cH:20][cH:21][cH:22][cH:23][cH:24]1)[n:25]1[n:26][c:27](-[c:34]2[o:35][c:36]([C:39](=[O:40])[Cl:41])[cH:37][cH:38]2)[c:28]2[cH:29][cH:30][cH:31][cH:32][c:33]12.[CH2:42]1[O:43][CH2:44][CH2:45][CH2:46]1.[F:1][C:2]([c:3]1[cH:4][cH:5][c:6]([NH2:7])[cH:8][cH:9]1)([F:10])[F:11].[cH:12]1[cH:13][cH:14][n:15][cH:16][cH:17]1>>[F:1][C:2]([c:3]1[cH:4][cH:5][c:6]([NH:7][C:39]([c:36]2[o:35][c:34](-[c:27]3[n:26][n:25]([CH2:18][c:19]4[cH:20][cH:21][cH:22][cH:23][cH:24]4)[c:33]4[c:28]3[cH:29][cH:30][cH:31][cH:32]4)[cH:38][cH:37]2)=[O:40])[cH:8][cH:9]1)([F:10])[F:11]. Reactants: BrCCCOCCC(=O)O (3-(3-bromopropoxy)propionic acid), O=S(Cl)Cl (SOCl2). The reagents and catalysts are CN(C)C=O (DMF). Run in C(Cl)(Cl)(Cl)Cl (CCl4). Run at time 18 hour. Product: BrCCCOCCC(=O)Cl (3-(3-Bromopropoxy)propionyl Chloride). Reaction SMILES: [Br:1][CH2:2][CH2:3][CH2:4][O:5][CH2:6][CH2:7][C:8]([OH:10])=O.O=S(Cl)[Cl:13]>C(Cl)(Cl)(Cl)Cl.CN(C=O)C>[Br:1][CH2:2][CH2:3][CH2:4][O:5][CH2:6][CH2:7][C:8]([Cl:13])=[O:10]. Reported procedure: To a stirred solution of 3-(3-bromopropoxy)propionic acid (15.2 g, 72.2 mmol) in CCl4 (250 mL) was added SOCl2 (5.5 mL, 76.0 mmol) and DMF (20 drops) and the reaction mixture was allowed to stir at room temperature for 18 h. The reaction mixture was concentrated under reduced pressure to give the title intermediate, which was used without further purification. The reactants are C(C)(=O)N[C@@H]1[C@H](C[C@](C(=O)OC)(OC)O[C@H]1[C@H](O)[C@H](O)CO)O (methyl 5-acetamido-3, 5-dideoxy-2-O-methyl-β-D-glycero-D-galacto-2-nonulopyranosonate), aqueous solution, [OH-].[Na+] (sodium hydroxide), 50W. Conditions: time 22 hour. Product: C(C)(=O)N[C@@H]1[C@H](C[C@](C(=O)[O-])(OC)O[C@H]1[C@H](O)[C@H](O)CO)O.[Na+] (sodium 5-acetamido-3, 5-dideoxy-2-O-methyl-β-D-glycero-D-galacto-2-nonulopyranosonate). Reaction SMILES: [C:1]([NH:4][C@H:5]1[C@H:16]([C@@H:17]([C@@H:19]([CH2:21][OH:22])[OH:20])[OH:18])[O:15][C@:8]([O:13][CH3:14])([C:9]([O:11]C)=[O:10])[CH2:7][C@@H:6]1[OH:23])(=[O:3])[CH3:2].[OH-].[Na+:25]>>[C:1]([NH:4][C@H:5]1[C@H:16]([C@@H:17]([C@@H:19]([CH2:21][OH:22])[OH:20])[OH:18])[O:15][C@:8]([O:13][CH3:14])([C:9]([O-:11])=[O:10])[CH2:7][C@@H:6]1[OH:23])(=[O:3])[CH3:2].[Na+:25] |f:1.2,3.4|. Procedure details: To methyl 5-acetamido-3, 5-dideoxy-2-O-methyl-β-D-glycero-D-galacto-2-nonulopyranosonate (3.06 g, 9.07 mmol) was added 0.1N aqueous solution of sodium hydroxide (100 ml, 10.0 mmol) under ice cooling and then the mixture was stirred at room temperature for 22 hours. The reaction mixture was neutralized by addition of Dowex (50W×8, H+) resin. The resin was filtered off and the filtrate was concentrated to obtain sodium 5-acetamido-3, 5-dideoxy-2-O-methyl-β-D-glycero-D-galacto-2-nonulopyranosonate ...